Task: describe an organic reaction: reactants, conditions, products, and yield. Dataset: the Open Reaction Database (ORD), a public repository of structured organic reaction records The reactants are ClCCCCCCCCCCO (10-chlorodecan-1-ol), O1CCCC=C1 (dihydropyran). The reagents and catalysts are Cl (hydrochloric acid). Yields the product ClCCCCCCCCCCOC1OCCCC1 (1-chloro-10-[(tetrahydro-2H-pyran-2-yl)oxy]decane). Reaction SMILES: [Cl:1][CH2:2][CH2:3][CH2:4][CH2:5][CH2:6][CH2:7][CH2:8][CH2:9][CH2:10][CH2:11][OH:12].[O:13]1[CH:18]=[CH:17][CH2:16][CH2:15][CH2:14]1>Cl>[Cl:1][CH2:2][CH2:3][CH2:4][CH2:5][CH2:6][CH2:7][CH2:8][CH2:9][CH2:10][CH2:11][O:12][CH:14]1[CH2:15][CH2:16][CH2:17][CH2:18][O:13]1. Reported procedure: The compounds in the composition are available commercially or can be prepared synthetically in accordance with the procedure described by S. Voerman in Agric. Ecosystems Environ. 21 31-41 (1988). The synthesis of I is shown in FIG. 1. In brief, 1,10-decanediol (III) is reacted with concentrated hydrochloric acid. Continuous extraction of the reaction mixture with petroleum ether (b.p. 100°-140° C.) gives 10-chlorodecan-1-ol (IV) free of dichloride. IV is reacted with an equimolar quantity of di... Reactants: ClC=1C=C2N=C3C=CC(=CC3=C(C2=CC1)Cl)OC (6,9-dichloro-2-methoxyacridine), C1(=CC=CC=C1)O (phenol), C(C)N1CCC(CC1)N (1-Ethylpiperidin-4-amine). Run in ClCCl (dichloromethane). Run at temperature 100 celsius, time 1 hour. Product: ClC=1C=C2N=C3C=CC(=CC3=C(C2=CC1)NC1CCN(CC1)CC)OC (6-Chloro-N-(1-ethylpiperidin-4-yl)-2-methoxyacridin-9-amine). Reaction SMILES: [Cl:1][C:2]1[CH:3]=[C:4]2[C:13](=[CH:14][CH:15]=1)[C:12](Cl)=[C:11]1[C:6]([CH:7]=[CH:8][C:9]([O:17][CH3:18])=[CH:10]1)=[N:5]2.C1(O)C=CC=CC=1.[CH2:26]([N:28]1[CH2:33][CH2:32][CH:31]([NH2:34])[CH2:30][CH2:29]1)[CH3:27]>ClCCl>[Cl:1][C:2]1[CH:3]=[C:4]2[C:13](=[CH:14][CH:15]=1)[C:12]([NH:34][CH:31]1[CH2:32][CH2:33][N:28]([CH2:26][CH3:27])[CH2:29][CH2:30]1)=[C:11]1[C:6]([CH:7]=[CH:8][C:9]([O:17][CH3:18])=[CH:10]1)=[N:5]2. Procedure: A mixture of 6,9-dichloro-2-methoxyacridine (100 mg, 0.36 mmol) and phenol (approximately 1.5 g) was heated to 100° C. under nitrogen atmosphere and stirred for 1 hour. 1-Ethylpiperidin-4-amine (92 mg, 0.72 mmol) was added to the mixture. The reaction was stirred at 100° C. for 5 hours, cooled to 20-25° C., and diluted with dichloromethane. The mixture was washed twice with sodium hydroxide solution (1 N) and twice with ammonium chloride solution. The phases were separated, and the organic layer... Reactants: CCO, N, CC1(C)Oc2ccc(S(=O)(=O)C(F)(F)C(F)(F)C(F)(F)F)cc2C2OC21, O. Product: CC1(C)Oc2ccc(S(=O)(=O)C(F)(F)C(F)(F)C(F)(F)F)cc2C(N)C1O. As a reaction SMILES: [CH3:29][CH2:30][OH:31].[NH3:1].[O:2]1[CH:3]2[C:4]([CH3:26])([CH3:27])[O:5][c:6]3[c:7]([cH:9][c:10]([S:13](=[O:14])(=[O:15])[C:16]([C:17]([C:18]([F:19])([F:20])[F:21])([F:22])[F:23])([F:24])[F:25])[cH:11][cH:12]3)[CH:8]12.[OH2:28]>>[NH2:1][CH:8]1[CH:3]([OH:2])[C:4]([CH3:26])([CH3:27])[O:5][c:6]2[c:7]1[cH:9][c:10]([S:13](=[O:14])(=[O:15])[C:16]([C:17]([C:18]([F:19])([F:20])[F:21])([F:22])[F:23])([F:24])[F:25])[cH:11][cH:12]2.